This data is from the Open Reaction Database (ORD), a public repository of structured organic reaction records. The task is: describe an organic reaction: reactants, conditions, products, and yield The reactants are Cl (HCl), ClC=1N=C(C2=C(N1)SC(=C2)CN2CCN(CC2)C(CO)=O)N2CCOCC2 (1-(4-((2-Chloro-4-morpholinothieno[2,3-d]pyrimidin-6-yl)methyl)piperazin-1-yl)-2-hydroxyethanone), CC1(OB(OC1(C)C)C=1C=NC(=NC1)N)C (5-(4,4,5,5-tetramethyl-1,3,2-dioxaborolan-2-yl)pyrimidin-2-amine), ClC=1N=C(C2=C(N1)SC(=C2)CN2CCN(CC2)C(=O)OC(C)(C)C)N2CCOCC2 (Tert-butyl 4-((2-chloro-4-morpholinothieno[2,3-d]pyrimidin-6-yl)methyl)piperazine-1-carboxylate), ClC=1N=C(C2=C(N1)SC(=C2)C=O)N2CCOCC2 (2-Chloro-4-morpholinothieno[2,3-d]pyrimidine-6-carbaldehyde), C(=O)(OC(C)(C)C)N1CCNCC1 (Boc-piperazine), ClC=1N=C(C2=C(N1)SC(=C2)CN2CCNCC2)N2CCOCC2 (2-Chloro-4-morpholino-6-((piperazin-1-yl)methyl)thieno[2,3-d]pyrimidine), C(CO)(=O)O (glycolic acid), ClC=1N=C(C2=C(N1)SC(=C2)CN2CCN(CC2)C(CO)=O)N2CCOCC2 (1-(4-((2-chloro-4-morpholinothieno[2,3-d]pyrimidin-6-yl)methyl)piperazin-1-yl)-2-hydroxyethanone), ClC=1N=C(C2=C(N1)SC(=C2)CN2CCN(CC2)C(=O)OC(C)(C)C)N2CCOCC2 (tert-butyl 4-((2-chloro-4-morpholinothieno[2,3-d]pyrimidin-6-yl)methyl)piperazine-1-carboxylate), ClC=1N=C(C2=C(N1)SC(=C2)CN2CCNCC2)N2CCOCC2 (2-chloro-4-morpholino-6-((piperazin-1-yl)methyl)thieno[2,3-d]pyrimidine). Yields the product NC1=NC=C(C=N1)C=1N=C(C2=C(N1)SC(=C2)CN2CCN(CC2)C(CO)=O)N2CCOCC2 (1-(4-((2-(2-aminopyrimidin-5-yl)-4-morpholinothieno[2,3-d]pyrimidin-6-yl)methyl)piperazin-1-yl)-2-hydroxyethanone). Reaction SMILES: Cl[C:2]1[N:3]=[C:4]([N:13]2[CH2:18][CH2:17][O:16][CH2:15][CH2:14]2)[C:5]2[CH:10]=[C:9]([CH:11]=O)[S:8][C:6]=2[N:7]=1.C(N1CCNCC1)(OC(C)(C)C)=O.ClC1N=C(N2CCOCC2)C2C=C(CN3CCN(C(OC(C)(C)C)=O)CC3)SC=2N=1.Cl.ClC1N=C(N2CCOCC2)C2C=C(CN3CCNCC3)SC=2N=1.C(O)(=O)CO.ClC1N=C(N2CCOCC2)C2C=C(C[N:102]3[CH2:107][CH2:106][N:105]([C:108](=[O:111])[CH2:109][OH:110])[CH2:104][CH2:103]3)SC=2N=1.CC1(C)C(C)(C)OB([C:126]2[CH:127]=[N:128][C:129]([NH2:132])=[N:130][CH:131]=2)O1>>[NH2:132][C:129]1[N:130]=[CH:131][C:126]([C:2]2[N:3]=[C:4]([N:13]3[CH2:18][CH2:17][O:16][CH2:15][CH2:14]3)[C:5]3[CH:10]=[C:9]([CH2:11][N:102]4[CH2:103][CH2:104][N:105]([C:108](=[O:111])[CH2:109][OH:110])[CH2:106][CH2:107]4)[S:8][C:6]=3[N:7]=2)=[CH:127][N:128]=1. Procedure details: 2-Chloro-4-morpholinothieno[2,3-d]pyrimidine-6-carbaldehyde from General Procedure D-2 (720 mg) was reacted with Boc-piperazine via General Procedure B-4 to generate tert-butyl 4-((2-chloro-4-morpholinothieno[2,3-d]pyrimidin-6-yl)methyl)piperazine-1-carboxylate. Tert-butyl 4-((2-chloro-4-morpholinothieno[2,3-d]pyrimidin-6-yl)methyl)piperazine-1-carboxylate (1.1 g) was converted via General Procedure D to the HCl salt of 2-chloro-4-morpholino-6-((piperazin-1-yl)methyl)thieno[2,3-d]pyrimidine. 2-C... The reactants are ClC1=C(C=C(C(=O)O)C=C1S(N(C)C)(=O)=O)[N+](=O)[O-] (4-chloro-5-dimethylsulphamyl-3-nitro-benzoic acid), C1(=CC=CC=C1)O (phenol), C(O)([O-])=O.[Na+] (sodium hydrogen carbonate). Reaction SMILES: Cl[C:2]1[C:10]([S:11](=[O:16])(=[O:15])[N:12]([CH3:14])[CH3:13])=[CH:9][C:5]([C:6]([OH:8])=[O:7])=[CH:4][C:3]=1[N+:17]([O-:19])=[O:18].[C:20]1([OH:26])[CH:25]=[CH:24][CH:23]=[CH:22][CH:21]=1.C(=O)([O-])O.[Na+]>O>[CH3:13][N:12]([CH3:14])[S:11]([C:10]1[C:2]([O:26][C:20]2[CH:25]=[CH:24][CH:23]=[CH:22][CH:21]=2)=[C:3]([N+:17]([O-:19])=[O:18])[CH:4]=[C:5]([CH:9]=1)[C:6]([OH:8])=[O:7])(=[O:16])=[O:15] |f:2.3|. Reaction conditions: temperature 90 celsius. The product is CN(S(=O)(=O)C=1C(=C(C=C(C(=O)O)C1)[N+](=O)[O-])OC1=CC=CC=C1)C (5-dimethylsulphamyl-3-nitro-4-phenoxy-benzoic acid). Procedure details: A mixture of 4-chloro-5-dimethylsulphamyl-3-nitro-benzoic acid (3.08 g), phenol (2 g), sodium hydrogen carbonate (3.4 g), and water (20 ml) was heated at 90°C for 8 hours. Then water (40 ml) was added and, after cooling, the 5-dimethylsulphamyl-3-nitro-4-phenoxy-benzoic acid was precipitated by acidification with 4N hydrochloric acid. After isolation by filtration and several recrystallizations from ethanol, the said compound was obtained with a melting point of 224°-226°C. Run in O (water), O (water). Reactants: C1(CC1)CO[C@@H]1CC[C@H](CC1)N1C(C2=CC=CC=C2C1=O)=O (2-((trans)-4-(Cyclopropylmethoxy)cyclohexyl)isoindoline-1,3-dione), O.NN (hydrazine monohydrate), CCOCC (Et2O). Solvent: CCO (EtOH). Reaction conditions: temperature 70 celsius, time 1 hour. Product: C1(CC1)CO[C@@H]1CC[C@H](CC1)N ((trans)-4-(Cyclopropylmethoxy)cyclohexanamine). The yield is 34.2%. Reaction SMILES: [CH:1]1([CH2:4][O:5][C@H:6]2[CH2:11][CH2:10][C@H:9]([N:12]3C(=O)C4C(=CC=CC=4)C3=O)[CH2:8][CH2:7]2)[CH2:3][CH2:2]1.O.NN.CCOCC>CCO>[CH:1]1([CH2:4][O:5][C@H:6]2[CH2:11][CH2:10][C@H:9]([NH2:12])[CH2:8][CH2:7]2)[CH2:2][CH2:3]1 |f:1.2|. Reported procedure: A stirred solution of 12C (620 mg, 2.071 mmol) in EtOH (10 mL) was treated with hydrazine monohydrate (0.152 mL, 3.11 mmol) and stirred at 70° C. for 1 h. The reaction was judged complete by LCMS. Upon cooling, Et2O was added, and reaction was stirred at room temperature for 1 h. The resulting white solid was removed by filtration, and the filtrate was concentrated. The residue was triturated with Et2O, the small amount of white solid was filtered, and the filtrate was concentrated to provide 12... Reactants: C(=C)C1=C(C=CC=C1)O (vinylphenol), C(=C)C1=C(C=CC=C1)O (o-vinylphenol), C(=C)C=1C=C(C=CC1)O (m-vinylphenol), C(=C)C1=CC=C(C=C1)O (p-vinylphenol). Run in C1(=CC=CC=C1)C (toluene). The product is C(C)C1=C(C=CC=C1)O (ethylphenol). As a reaction SMILES: [CH:1]([C:3]1[CH:8]=[CH:7][CH:6]=[CH:5][C:4]=1[OH:9])=[CH2:2].C(C1C=C(O)C=CC=1)=C.C(C1C=CC(O)=CC=1)=C>C1(C)C=CC=CC=1>[CH2:1]([C:3]1[CH:8]=[CH:7][CH:6]=[CH:5][C:4]=1[OH:9])[CH3:2]. Procedure: As a result, 3.5 liters of a toluene solution containing 1.5 mols of a vinylphenol mixture of 37.0 mol% o-vinylphenol, 24.7 mol% m-vinylphenol, 36.9 mol% p-vinylphenol and 1.4 mol% ethylphenol was obtained as the extract. As the raffinate, 10.4 liters of a toluene solution containing 2.6 mols of an ethylphenol mixture of 9.9 mol% o-ethylphenol, 4.0 mol% m-ethylphenol, 85.1 mol% p-ethylphenol and 1.0 mol% vinylphenol was obtained. Reactants: ClC=1C=NC(=NC1)OC1=C(C=CC=C1)O (2-(5-chloropyrimidin-2-yloxy)phenol), C([O-])([O-])=O.[K+].[K+] (potassium carbonate), ClC1=NC=C(C=C1)[N+](=O)[O-] (2-chloro-5-nitropyridine). Solvent: C(C)C(=O)C (methyl ethyl ketone). Yields the product ClC=1C=NC(=NC1)OC1=C(C=CC=C1)OC1=NC=C(C=C1)[N+](=O)[O-] (5-Chloro- 2-[2-(5-nitropyridin-2-yloxy)phenoxy]-pyrimidine). The yield is 99.6%. RXN SMILES: [Cl:1][C:2]1[CH:3]=[N:4][C:5]([O:8][C:9]2[CH:14]=[CH:13][CH:12]=[CH:11][C:10]=2[OH:15])=[N:6][CH:7]=1.C(=O)([O-])[O-].[K+].[K+].Cl[C:23]1[CH:28]=[CH:27][C:26]([N+:29]([O-:31])=[O:30])=[CH:25][N:24]=1>C(C(C)=O)C>[Cl:1][C:2]1[CH:7]=[N:6][C:5]([O:8][C:9]2[CH:14]=[CH:13][CH:12]=[CH:11][C:10]=2[O:15][C:23]2[CH:28]=[CH:27][C:26]([N+:29]([O-:31])=[O:30])=[CH:25][N:24]=2)=[N:4][CH:3]=1 |f:1.2.3|. Reported procedure: After heating at reflux a mixture of 1.5 grams (0.0067 mole) 2-(5-chloropyrimidin-2-yloxy)phenol, 1.2 grams potassium carbonate, 1.3 grams 2-chloro-5-nitropyridine and 40 ml of methyl ethyl ketone, the reaction mixture was poured into excess H2 0 and the aqueous mixture extracted with ethyl ether (200 ml). The ether layer was washed with saturated NaHCO3, H2O, brine, dried (MgSO4), filtered, and evaporated to yield 2.3 grams of a yellow-orange oil which was purified by silica gel column chromato...